From a dataset of the Open Reaction Database (ORD), a public repository of structured organic reaction records. describe an organic reaction: reactants, conditions, products, and yield The reactants are C(C)(CC)C1=CC=C(N)C=C1 (4-sec-butylaniline), C(C)OC(C=O)=O (glyoxylic acid ethyl ester), ClC1=CC2=C(OCO2)C=C1C=C (5-chloro-6-vinyl-benzo[1,3]dioxol). Product: C(C)OC(=O)C1NC2=CC=C(C=C2C(C1)C1=CC2=C(OCO2)C=C1Cl)C(C)CC (6-sec-butyl-4-(6-chlorobenzo[1,3]dioxol-5-yl)-1,2,3,4-tetrahydroquinoline-2-carboxylic Acid Ethyl Ester). Reaction SMILES: [CH:1]([C:5]1[CH:11]=[CH:10][C:8]([NH2:9])=[CH:7][CH:6]=1)([CH2:3][CH3:4])[CH3:2].[CH2:12]([O:14][C:15](=[O:18])[CH:16]=O)[CH3:13].[Cl:19][C:20]1[C:28]([CH:29]=[CH2:30])=[CH:27][C:23]2[O:24][CH2:25][O:26][C:22]=2[CH:21]=1>>[CH2:12]([O:14][C:15]([CH:16]1[CH2:30][CH:29]([C:28]2[C:20]([Cl:19])=[CH:21][C:22]3[O:26][CH2:25][O:24][C:23]=3[CH:27]=2)[C:7]2[C:8](=[CH:10][CH:11]=[C:5]([CH:1]([CH2:3][CH3:4])[CH3:2])[CH:6]=2)[NH:9]1)=[O:18])[CH3:13]. Procedure details: Compound 77 was prepared from 4-sec-butylaniline, glyoxylic acid ethyl ester and 5-chloro-6-vinyl-benzo[1,3]dioxol by the automated process. Starting materials: CO, CC(C)(COCc1cccc(Oc2ccccc2)c1)c1ccc(O)c(Cl)c1, [Na+], [OH-]. Product: CC(C)(COCc1cccc(Oc2ccccc2)c1)c1ccc(O)cc1. Reaction SMILES: [CH3:30][OH:31].[Cl:1][c:2]1[cH:3][c:4]([C:9]([CH2:10][O:11][CH2:12][c:13]2[cH:14][c:15]([O:19][c:20]3[cH:21][cH:22][cH:23][cH:24][cH:25]3)[cH:16][cH:17][cH:18]2)([CH3:26])[CH3:27])[cH:5][cH:6][c:7]1[OH:8].[Na+:29].[OH-:28]>>[cH:2]1[cH:3][c:4]([C:9]([CH2:10][O:11][CH2:12][c:13]2[cH:14][c:15]([O:19][c:20]3[cH:21][cH:22][cH:23][cH:24][cH:25]3)[cH:16][cH:17][cH:18]2)([CH3:26])[CH3:27])[cH:5][cH:6][c:7]1[OH:8]. Reaction SMILES: [BH4-:27].[CH2:1]([CH3:2])[O:3][C:4]([CH2:5][c:6]1[cH:7][c:8](-[c:14]2[c:15]([CH:24]=[O:25])[cH:16][c:17]([C:20]([F:21])([F:22])[F:23])[cH:18][cH:19]2)[c:9]([O:12][CH3:13])[cH:10][cH:11]1)=[O:26].[CH3:29][OH:30].[Na+:28]>>[CH2:1]([CH3:2])[O:3][C:4]([CH2:5][c:6]1[cH:7][c:8](-[c:14]2[c:15]([CH2:24][OH:25])[cH:16][c:17]([C:20]([F:21])([F:22])[F:23])[cH:18][cH:19]2)[c:9]([O:12][CH3:13])[cH:10][cH:11]1)=[O:26]. Starting materials: [BH4-], CCOC(=O)Cc1ccc(OC)c(-c2ccc(C(F)(F)F)cc2C=O)c1, CO, [Na+]. Yields the product CCOC(=O)Cc1ccc(OC)c(-c2ccc(C(F)(F)F)cc2CO)c1.